Dataset: the Open Reaction Database (ORD), a public repository of structured organic reaction records. Task: describe an organic reaction: reactants, conditions, products, and yield Starting materials: N (ammonia), C(C)(C)N(C(C)C)CC (N,N-diisopropylethylamine), acid chloride, CC1=NN=C(O1)C(=O)[O-].[K+] (Potassium 5-methyl-[1,3,4]oxadiazole-2-carboxylate), C(C(=O)Cl)(=O)Cl (oxalyl chloride), FC1=CC=C(C=C1)N1N=CC2=CC(=CC=C12)O[C@@H]([C@H](C)N)C1=CC(=CC=C1)OC ((1R,2S)-1-{[1-(4-fluorophenyl)-1H-indazol-5-yl]oxy}-1-(3-methoxyphenyl)propan-2-amine), amine. The solvent is CCOC(=O)C (EtOAc), C1CCOC1 (THF), C(C)#N (acetonitrile), C1CCOC1 (THF). Conditions: temperature 2.5 celsius. Product: FC1=CC=C(C=C1)N1N=CC2=CC(=CC=C12)O[C@@H]([C@H](C)NC(=O)C=1OC(=NN1)C)C1=CC(=CC=C1)OC (N-[(1R,2S)-1-[1-(4-fluorophenyl)indazol-5-yl]oxy-1-(3-methoxyphenyl)propan-2yl]-5-methyl-1,3,4-oxadiazole-2-carboxamide). Reaction SMILES: [CH3:1][C:2]1[O:6][C:5]([C:7]([O-:9])=O)=[N:4][N:3]=1.[K+].C(Cl)(=O)C(Cl)=O.[F:17][C:18]1[CH:23]=[CH:22][C:21]([N:24]2[C:32]3[C:27](=[CH:28][C:29]([O:33][C@H:34]([C:38]4[CH:43]=[CH:42][CH:41]=[C:40]([O:44][CH3:45])[CH:39]=4)[C@@H:35]([NH2:37])[CH3:36])=[CH:30][CH:31]=3)[CH:26]=[N:25]2)=[CH:20][CH:19]=1.C(N(CC)C(C)C)(C)C.N>C1COCC1.CCOC(C)=O.C(#N)C>[F:17][C:18]1[CH:19]=[CH:20][C:21]([N:24]2[C:32]3[C:27](=[CH:28][C:29]([O:33][C@H:34]([C:38]4[CH:43]=[CH:42][CH:41]=[C:40]([O:44][CH3:45])[CH:39]=4)[C@@H:35]([NH:37][C:7]([C:5]4[O:6][C:2]([CH3:1])=[N:3][N:4]=4)=[O:9])[CH3:36])=[CH:30][CH:31]=3)[CH:26]=[N:25]2)=[CH:22][CH:23]=1 |f:0.1|. Procedure: Potassium 5-methyl-[1,3,4]oxadiazole-2-carboxylate (31.8 mg, 0.19 mmol) was mixed with acetonitrile (195 μl). A slurry was formed. The mixture was cooled to 0-5° C. oxalyl chloride (14.99 μl, 0.17 mmol) was added and the reaction was stirred for 1 h at 0-5° C. (1R,2S)-1-(1-(4-fluorophenyl)-1H-indazol-5-yloxy)-1-(3-methoxyphenyl)propan-2-amine (6a, 25 mg, 0.06 mmol) was dissolved in dry THF (400 μl). N,N-diisopropylethylamine (65.6 μl, 0.38 mmol) was added. The THF solution was cooled to 0-5° C. ...